This data is from the Open Reaction Database (ORD), a public repository of structured organic reaction records. The task is: describe an organic reaction: reactants, conditions, products, and yield Yields the product N1=CC(=CC=C1)OC1=NOCC1 (3-(pyridin-3-yloxy)-4,5-dihydroisoxazole). As a reaction SMILES: C(OC1C=CC(C=O)=CC=1)CCC.Br[C:15]1[CH2:19][CH2:18][O:17][N:16]=1.COC(=O)[C:23]1[CH:28]=[CH:27][C:26]([OH:29])=[CH:25][N:24]=1>>[N:24]1[CH:23]=[CH:28][CH:27]=[C:26]([O:29][C:15]2[CH2:19][CH2:18][O:17][N:16]=2)[CH:25]=1. Procedure details: 3-(pyridin-3-yloxy)-4,5-dihydroisoxazole I-137a and I-137b were prepared in 3 steps from 4-butoxybenzaldehyde using Method 8 followed by cycloaddition using Method 1. The resulting bromo-4,5-dihydroisoxazole was reacted with 5-hydroxypicolinic acid methyl ester using Method 5. These compounds can be separated using chiral HPLC methods known in the art. For example, see chiral HPLC Method disclosed herein. [M+H]+=370.1 m/z. Activity: A The reactants are C(CCC)OC1=CC=C(C=O)C=C1 (4-butoxybenzaldehyde), BrC1=NOCC1 (bromo-4,5-dihydroisoxazole), COC(C1=NC=C(C=C1)O)=O (5-hydroxypicolinic acid methyl ester). Starting materials: O=C1C=2N(C=C(N1)C1=CC=C(C=C1)C(F)(F)F)C(=CC2)C#N (1-oxo-3-(4-trifluoromethyl-phenyl)-1,2-dihydro-pyrrolo[1,2-a]pyrazine-6-carbonitrile), P12(=S)SP3(=S)SP(=S)(S1)SP(=S)(S2)S3 (phosphorus pentasulfide), C(CN)N (ethane-1,2-diamine). Conditions: temperature 120 celsius. The product is N1C(=NCC1)C1=CC=C2N1C=C(NC2=O)C2=CC=C(C=C2)C(F)(F)F (6-(4,5-dihydro-1H-imidazol-2-yl)-3-(4-trifluoromethyl-phenyl)-2H-pyrrolo[1,2-a]pyrazin-1-one). Yield: 81.8%. As a reaction SMILES: [O:1]=[C:2]1[NH:7][C:6]([C:8]2[CH:13]=[CH:12][C:11]([C:14]([F:17])([F:16])[F:15])=[CH:10][CH:9]=2)=[CH:5][N:4]2[C:18]([C:21]#[N:22])=[CH:19][CH:20]=[C:3]12.P12(SP3(SP(SP(S3)(S1)=S)(=S)S2)=S)=S.[CH2:37](N)[CH2:38][NH2:39]>>[NH:22]1[CH2:37][CH2:38][N:39]=[C:21]1[C:18]1[N:4]2[CH:5]=[C:6]([C:8]3[CH:13]=[CH:12][C:11]([C:14]([F:15])([F:17])[F:16])=[CH:10][CH:9]=3)[NH:7][C:2](=[O:1])[C:3]2=[CH:20][CH:19]=1. Procedure details: A mixture of 1-oxo-3-(4-trifluoromethyl-phenyl)-1,2-dihydro-pyrrolo[1,2-a]pyrazine-6-carbonitrile (Example 2) (0.03 g, 98.9 μmol), phosphorus pentasulfide (8 mg, 36.0 μmol) and ethane-1,2-diamine (0.5 mL, 7.48 mmol) in a sealed vial was heated at 120° C. for 2 h. At this time, the green/yellow reaction mixture was allowed to cool to room temperature and was then poured onto ice water. The resulting solid was collected by filtration, washed with water and dried in vacuo to afford 6-(4,5-dihydro-1... As a reaction SMILES: [C:29](=[O:30])([O-:31])[O-:32].[CH3:35][CH2:36][O:37][C:38]([CH3:39])=[O:40].[Cl-:1].[F:2][c:3]1[cH:4][c:5](-[c:9]2[n:10][cH:11][c:12]([C:16](=[O:17])[OH:18])[c:13]([CH3:15])[n:14]2)[cH:6][cH:7][cH:8]1.[K+:33].[K+:34].[OH2:41].[n:19]1([NH2:28])[cH:20][cH:21][c:22]2[n:23][cH:24][cH:25][cH:26][c:27]12>>[F:2][c:3]1[cH:4][c:5](-[c:9]2[n:10][cH:11][c:12]([C:16](=[O:18])[NH:28][n:19]3[cH:20][cH:21][c:22]4[n:23][cH:24][cH:25][cH:26][c:27]34)[c:13]([CH3:15])[n:14]2)[cH:6][cH:7][cH:8]1. Product: Cc1nc(-c2cccc(F)c2)ncc1C(=O)Nn1ccc2ncccc21. Reactants: O=C([O-])[O-], CCOC(C)=O, [Cl-], Cc1nc(-c2cccc(F)c2)ncc1C(=O)O, [K+], [K+], O, Nn1ccc2ncccc21. Starting materials: C(C)(C)(C)OC(=O)N[C@@H](CC1=CC=C(C=C1)O)C(=O)NCC(=O)N(C)CC(=O)O (N-t-butoxycarbonyl-L-tyrosylglycylsarcosine), C(C1=CC=CC=C1)OC([C@@H](NC([C@@H](NC([C@@H](NC(CNC([C@@H](NC(=O)OC(C)(C)C)CC1=CC=C(C=C1)O)=O)=O)C)=O)CC1=CC=CC=C1)=O)CC(C)C)=O (N-t-butoxycarbonyl-L-tyrosylglycyl-L-alanyl-L-phenylalanyl-L-leucine benzyl ester). Product: C(C1=CC=CC=C1)OC([C@@H](NC([C@@H](NC(CN(C)C(CNC([C@@H](NC(=O)OC(C)(C)C)CC1=CC=C(C=C1)O)=O)=O)=O)CC1=CC=CC=C1)=O)CC(C)C)=O (N-t-butoxycarbonyl-L-tyrosylglycylsarcosyl-L-phenylalanyl-L-leucine benzyl ester). RXN SMILES: [C:1]([O:5][C:6]([NH:8][C@H:9]([C:18]([NH:20][CH2:21][C:22]([N:24](CC(O)=O)[CH3:25])=[O:23])=[O:19])[CH2:10][C:11]1[CH:16]=[CH:15][C:14]([OH:17])=[CH:13][CH:12]=1)=[O:7])([CH3:4])([CH3:3])[CH3:2].[CH2:30]([O:37][C:38](=[O:84])[C@H:39]([CH2:80][CH:81]([CH3:83])[CH3:82])[NH:40][C:41](=[O:79])[C@H:42]([CH2:72][C:73]1[CH:78]=[CH:77][CH:76]=[CH:75][CH:74]=1)[NH:43][C:44](=[O:71])[C@H:45](C)NC(=O)CNC(=O)[C@H](CC1C=CC(O)=CC=1)NC(OC(C)(C)C)=O)[C:31]1[CH:36]=[CH:35][CH:34]=[CH:33][CH:32]=1>>[CH2:30]([O:37][C:38](=[O:84])[C@H:39]([CH2:80][CH:81]([CH3:82])[CH3:83])[NH:40][C:41](=[O:79])[C@H:42]([CH2:72][C:73]1[CH:78]=[CH:77][CH:76]=[CH:75][CH:74]=1)[NH:43][C:44](=[O:71])[CH2:45][N:24]([C:22](=[O:23])[CH2:21][NH:20][C:18](=[O:19])[C@H:9]([CH2:10][C:11]1[CH:12]=[CH:13][C:14]([OH:17])=[CH:15][CH:16]=1)[NH:8][C:6]([O:5][C:1]([CH3:2])([CH3:3])[CH3:4])=[O:7])[CH3:25])[C:31]1[CH:36]=[CH:35][CH:34]=[CH:33][CH:32]=1. Procedure: When an equivalent quantity of N-t-butoxycarbonyl-L-tyrosylglycylsarcosine is substituted for the N-t-butoxycarbonyl-L-tyrosylglycyl-L-alanine of Example 12 and the procedure detailed therein substantially repeated, there is obtained N-t-butoxycarbonyl-L-tyrosylglycylsarcosyl-L-phenylalanyl-L-leucine benzyl ester. Reactants: C(#N)C1=C(C=CC(=C1)C)C1=CC(=CC(=C1)C(=O)N1CCCC1)C(=O)O (2′-cyano-4′-methyl-5-(pyrrolidine-1-carbonyl)biphenyl-3-carboxylic acid), Cl.CN(CCCN=C=NCC)C (N-(3-dimethylaminopropyl)-N′-ethylcarbodiimide hydrochloride), ON1N=NC2=C1C=CC=C2 (1-hydroxybenzotriazole), C(C)(C)N(C(C)C)CC (N,N-diisopropylethylamine), FC(C1=CC=C(C=N1)CN)(F)F (C-(6-trifluoromethyl-pyridin-3-yl)-methylamine). The reagents and catalysts are CN(C1=CC=NC=C1)C (4-dimethylaminopyridine). The solvent is C(Cl)Cl (methylene chloride), C(Cl)Cl (CH2Cl2). Conditions: time 8 hour. Yields the product C(#N)C1=C(C=CC(=C1)C)C1=CC(=CC(=C1)C(=O)N1CCCC1)C(=O)NCC=1C=NC(=CC1)C(F)(F)F (2′-Cyano-4′-methyl-5-(pyrrolidine-1-carbonyl)-N-((6-(trifluoromethyl)pyridin-3-yl)methyl)biphenyl-3-carboxamide). As a reaction SMILES: [C:1]([C:3]1[CH:8]=[C:7]([CH3:9])[CH:6]=[CH:5][C:4]=1[C:10]1[CH:15]=[C:14]([C:16]([N:18]2[CH2:22][CH2:21][CH2:20][CH2:19]2)=[O:17])[CH:13]=[C:12]([C:23](O)=[O:24])[CH:11]=1)#[N:2].Cl.CN(C)CCCN=C=NCC.ON1C2C=CC=CC=2N=N1.C(N(CC)C(C)C)(C)C.[F:57][C:58]([F:68])([F:67])[C:59]1[N:64]=[CH:63][C:62]([CH2:65][NH2:66])=[CH:61][CH:60]=1>CN(C)C1C=CN=CC=1.C(Cl)Cl>[C:1]([C:3]1[CH:8]=[C:7]([CH3:9])[CH:6]=[CH:5][C:4]=1[C:10]1[CH:15]=[C:14]([C:16]([N:18]2[CH2:19][CH2:20][CH2:21][CH2:22]2)=[O:17])[CH:13]=[C:12]([C:23]([NH:66][CH2:65][C:62]2[CH:63]=[N:64][C:59]([C:58]([F:68])([F:57])[F:67])=[CH:60][CH:61]=2)=[O:24])[CH:11]=1)#[N:2] |f:1.2|. Procedure: A round-bottom flask was charged with 2′-cyano-4′-methyl-5-(pyrrolidine-1-carbonyl)biphenyl-3-carboxylic acid (50 mg, 0.1 mmol), N-(3-dimethylaminopropyl)-N′-ethylcarbodiimide hydrochloride (52 mg, 0.27 mmol), 1-hydroxybenzotriazole (36 mg, 0.27 mmol), N,N-diisopropylethylamine (35 mg, 0.27 mmol), methylene chloride (4 mL), 4-dimethylaminopyridine (1 mg), and C-(6-trifluoromethyl-pyridin-3-yl)-methylamine (47 mg, 0.27 mmol). The mixture was stirred at room temperature overnight, and then diluted... Reactants: O=C([O-])O, COC(=O)NCCOC(c1cc(Cl)ccc1C)C1CCCN(C(=O)OC(C)(C)C)C1, ClCCl, O=C(O)C(F)(F)F, [Na+]. Product: COC(=O)NCCOC(c1cc(Cl)ccc1C)C1CCCNC1. RXN SMILES: [C:31](=[O:32])([OH:33])[O-:34].[Cl:1][c:2]1[cH:3][cH:4][c:5]([CH3:30])[c:6]([CH:8]([CH:9]2[CH2:10][N:11]([C:15]([O:16][C:17]([CH3:18])([CH3:19])[CH3:20])=[O:21])[CH2:12][CH2:13][CH2:14]2)[O:22][CH2:23][CH2:24][NH:25][C:26](=[O:27])[O:28][CH3:29])[cH:7]1.[Cl:43][CH2:44][Cl:45].[F:36][C:37]([F:38])([F:39])[C:40]([OH:41])=[O:42].[Na+:35]>>[Cl:1][c:2]1[cH:3][cH:4][c:5]([CH3:30])[c:6]([CH:8]([CH:9]2[CH2:10][NH:11][CH2:12][CH2:13][CH2:14]2)[O:22][CH2:23][CH2:24][NH:25][C:26](=[O:27])[O:28][CH3:29])[cH:7]1. Reactants: C=CCBr, CN(C)C=O, [H-], CCc1cc([N+](=O)[O-])c(NOC)c([N+](=O)[O-])c1, [Na+]. Yields the product C=CCN(OC)c1c([N+](=O)[O-])cc(CC)cc1[N+](=O)[O-]. RXN SMILES: [CH2:20]([CH:21]=[CH2:22])[Br:23].[CH3:24][N:25]([CH3:26])[CH:27]=[O:28].[H-:1].[N+:3](=[O:4])([O-:5])[c:6]1[c:7]([NH:8][O:9][CH3:10])[c:11]([N+:17](=[O:18])[O-:19])[cH:12][c:13]([CH2:15][CH3:16])[cH:14]1.[Na+:2]>>[N+:3](=[O:4])([O-:5])[c:6]1[c:7]([N:8]([O:9][CH3:10])[CH2:22][CH:21]=[CH2:20])[c:11]([N+:17](=[O:18])[O-:19])[cH:12][c:13]([CH2:15][CH3:16])[cH:14]1.